This data is from the Open Reaction Database (ORD), a public repository of structured organic reaction records. The task is: describe an organic reaction: reactants, conditions, products, and yield Starting materials: [Br-], CCOc1cccc([Mg+])c1, O=Cc1ccccc1Cl, Cl. Yields the product CCOc1cccc(C(O)c2ccccc2Cl)c1. RXN SMILES: [Br-:1].[CH2:2]([CH3:3])[O:4][c:5]1[cH:6][c:7]([Mg+:11])[cH:8][cH:9][cH:10]1.[Cl:12][c:13]1[c:14]([CH:15]=[O:16])[cH:17][cH:18][cH:19][cH:20]1.[ClH:21]>>[CH2:2]([CH3:3])[O:4][c:5]1[cH:6][c:7]([CH:15]([c:14]2[c:13]([Cl:12])[cH:20][cH:19][cH:18][cH:17]2)[OH:16])[cH:8][cH:9][cH:10]1. Yields the product O(C1=CC=CC=C1)C1=CC=CC(=N1)C=O (6-(phenoxy)-picolinaldehyde). Reported procedure: To a solution of 0.5 g of 2-[bis-(phenoxy)methyl]-6-(phenoxy)pyridine in 15 ml of 1,4-dioxane was added dropwise, 5 percent sulfuric acid until the mixture just became turbid. The mixture was heated over a steam bath at 80°-90° C. for about 10 minutes. The reaction mixture was poured into 20 ml of water, producing a yellowish emulsion and then extracted with 50 ml of ethyl ether. The extract was washed with 50 ml of a 5 percent aqueous sodium hydroxide solution and thrice with 50 ml portions of ... Run in O1CCOCC1 (1,4-dioxane). RXN SMILES: [O:1]([CH:8](OC1C=CC=CC=1)[C:9]1[CH:14]=[CH:13][CH:12]=[C:11]([O:15][C:16]2[CH:21]=[CH:20][CH:19]=[CH:18][CH:17]=2)[N:10]=1)C1C=CC=CC=1.S(=O)(=O)(O)O.O>O1CCOCC1>[O:15]([C:11]1[N:10]=[C:9]([CH:8]=[O:1])[CH:14]=[CH:13][CH:12]=1)[C:16]1[CH:17]=[CH:18][CH:19]=[CH:20][CH:21]=1. Starting materials: S(O)(O)(=O)=O (sulfuric acid), O(C1=CC=CC=C1)C(C1=NC(=CC=C1)OC1=CC=CC=C1)OC1=CC=CC=C1 (2-[bis-(phenoxy)methyl]-6-(phenoxy)pyridine), O (water). Reactants: Nc1cc(Oc2ccc3c(ccn3C(=O)NC3CC3)c2)ccn1, O=C=NCCCl, C1CCOC1. As a reaction SMILES: [CH:1]1([NH:4][C:5](=[O:6])[n:7]2[cH:8][cH:9][c:10]3[cH:11][c:12]([O:16][c:17]4[cH:18][c:19]([NH2:23])[n:20][cH:21][cH:22]4)[cH:13][cH:14][c:15]23)[CH2:2][CH2:3]1.[Cl:24][CH2:25][CH2:26][N:27]=[C:28]=[O:29].[O:30]1[CH2:31][CH2:32][CH2:33][CH2:34]1>>[CH:1]1([NH:4][C:5](=[O:6])[n:7]2[cH:8][cH:9][c:10]3[cH:11][c:12]([O:16][c:17]4[cH:18][c:19]([NH:23][C:28]([NH:27][CH2:26][CH2:25][Cl:24])=[O:29])[n:20][cH:21][cH:22]4)[cH:13][cH:14][c:15]23)[CH2:2][CH2:3]1. Yields the product O=C(NCCCl)Nc1cc(Oc2ccc3c(ccn3C(=O)NC3CC3)c2)ccn1. Starting materials: CC(=O)O, O=[N+]([O-])c1ccc(Cl)c(C(F)F)c1, [Fe]. The product is Nc1ccc(Cl)c(C(F)F)c1. As a reaction SMILES: [CH3:14][C:15](=[O:16])[OH:17].[Cl:1][c:2]1[c:3]([CH:11]([F:12])[F:13])[cH:4][c:5]([N+:8]([O-:9])=[O:10])[cH:6][cH:7]1.[Fe:18]>>[Cl:1][c:2]1[c:3]([CH:11]([F:12])[F:13])[cH:4][c:5]([NH2:8])[cH:6][cH:7]1. Reactants: C(C)(=O)OCC (Ethyl acetate), C1(=CC=CC=C1)CC(=O)NC1C(NC1)=O (3-(2-Phenylacetamido)-2-azetidinone), BrC(C(=O)OCC1=CC=CC=C1)C1=CC=CC=C1 (benzyl 2-bromo-2-phenylacetate), [H-].[Na+] (sodium hydride). The solvent is C(Cl)(Cl)Cl (chloroform), CN(C=O)C (N,N-dimethylformamide). Product: C(C1=CC=CC=C1)OC(=O)C(C1=CC=CC=C1)N1C(C(C1)NC(CC1=CC=CC=C1)=O)=O (1-(α-benzyloxycarbonylbenzyl)-3-(2-phenyl)acetamido-2-azetidinone). Reaction SMILES: [C:1]1([CH2:7][C:8]([NH:10][CH:11]2[CH2:14][NH:13][C:12]2=[O:15])=[O:9])[CH:6]=[CH:5][CH:4]=[CH:3][CH:2]=1.Br[CH:17]([C:28]1[CH:33]=[CH:32][CH:31]=[CH:30][CH:29]=1)[C:18]([O:20][CH2:21][C:22]1[CH:27]=[CH:26][CH:25]=[CH:24][CH:23]=1)=[O:19].[H-].[Na+].C(OCC)(=O)C>CN(C)C=O.C(Cl)(Cl)Cl>[CH2:21]([O:20][C:18]([CH:17]([N:13]1[CH2:14][CH:11]([NH:10][C:8](=[O:9])[CH2:7][C:1]2[CH:6]=[CH:5][CH:4]=[CH:3][CH:2]=2)[C:12]1=[O:15])[C:28]1[CH:33]=[CH:32][CH:31]=[CH:30][CH:29]=1)=[O:19])[C:22]1[CH:23]=[CH:24][CH:25]=[CH:26][CH:27]=1 |f:2.3|. Procedure: 3-(2-Phenylacetamido)-2-azetidinone (816 mg.) and benzyl 2-bromo-2-phenylacetate (1.22 g.) were dissolved in N,N-dimethylformamide (20 ml.), and to the solution was added sodium hydride (50% oily) (210 mg.) in nitrogen atmosphere under ice-cooling while stirring, and then the reaction mixture was stirred for an hour at the same temperature. Ethyl acetate (150 ml.) was added to the reaction mixture, and the solution was washed with water, a sodium bicarbonate-saturated-aqueous solution and water ... Product: CC(C)(O)c1ccc(C#N)c(F)c1. RXN SMILES: [C:1]([CH3:2])(=[O:3])[c:4]1[cH:5][c:6]([F:12])[c:7]([C:8]#[N:9])[cH:10][cH:11]1.[CH2:13]1[O:14][CH2:15][CH2:16][CH2:17]1>>[C:1]([CH3:2])([OH:3])([c:4]1[cH:5][c:6]([F:12])[c:7]([C:8]#[N:9])[cH:10][cH:11]1)[CH3:13]. Starting materials: CC(=O)c1ccc(C#N)c(F)c1, C1CCOC1. Reactants: NC1=NC=CC(=N1)OCC1=CC=C(CNC(C(F)(F)F)=O)C=C1 (N-[4-(2-Amino-pyrimidin-4-yloxymethyl)-benzyl]-2,2,2-trifluoro-acetamide), CN (methylamine). The solvent is CO (methanol). Yields the product NCC1=CC=C(COC2=NC(=NC=C2)N)C=C1 (4-(4-Aminomethyl-benzyloxy)-2-amino-pyrimidine). RXN SMILES: [NH2:1][C:2]1[N:7]=[C:6]([O:8][CH2:9][C:10]2[CH:23]=[CH:22][C:13]([CH2:14][NH:15]C(=O)C(F)(F)F)=[CH:12][CH:11]=2)[CH:5]=[CH:4][N:3]=1.CN>CO>[NH2:15][CH2:14][C:13]1[CH:12]=[CH:11][C:10]([CH2:9][O:8][C:6]2[CH:5]=[CH:4][N:3]=[C:2]([NH2:1])[N:7]=2)=[CH:23][CH:22]=1. Reported procedure: 50 mg (1.53 mmol) N-[4-(2-Amino-pyrimidin-4-yloxymethyl)-benzyl]-2,2,2-trifluoro-acetamide (5) is dissolved in 1 mL methanol and treated with 2 mL methylamine (33% in ethanol). The reaction mixture is stirred at room temperature over night and all volatiles are removed in vacuo. The product is used without further purification in the next step. ESI-MS m/z 231.4 [M+H]+. The reactants are O=C(CCCCCBr)N1CCCc2ccccc21, CNC, [K+], [OH-], OCCO. The product is CN(C)CCCCCC(=O)N1CCCc2ccccc21. As a reaction SMILES: [Br:1][CH2:2][CH2:3][CH2:4][CH2:5][CH2:6][C:7](=[O:8])[N:9]1[CH2:10][CH2:11][CH2:12][c:13]2[cH:14][cH:15][cH:16][cH:17][c:18]21.[CH3:19][NH:20][CH3:21].[K+:23].[OH-:22].[OH:24][CH2:25][CH2:26][OH:27]>>[CH2:2]([CH2:3][CH2:4][CH2:5][CH2:6][C:7](=[O:8])[N:9]1[CH2:10][CH2:11][CH2:12][c:13]2[cH:14][cH:15][cH:16][cH:17][c:18]21)[N:20]([CH3:19])[CH3:21].